This data is from the Open Reaction Database (ORD), a public repository of structured organic reaction records. The task is: describe an organic reaction: reactants, conditions, products, and yield Procedure: 5-[5-(2,4-Difluorophenyl)-2-(3-methyloxetan-3-yl)-1H-imidazol-4-yl]-N-[(1S)-3-methoxy-1-methyl-propyl]oxazolo[5,4-b]pyridin-2-amine (0.72 g, 1.54 mmol) is dissolved in a 1:1 mixture of dichloromethane/methanol (15 mL total). A 0.5 M solution of methanesulfonic acid in methanol (3.07 mL) is added dropwise to the solution. The mixture is stirred at RT for 30 min and then the solvent is evaporated under reduced pressure. The residue is triturated with tert-butyl methyl ether to afford the title com... Yield: 97.0%. Reaction SMILES: [F:1][C:2]1[CH:7]=[C:6]([F:8])[CH:5]=[CH:4][C:3]=1[C:9]1[NH:13][C:12]([C:14]2([CH3:18])[CH2:17][O:16][CH2:15]2)=[N:11][C:10]=1[C:19]1[N:24]=[C:23]2[O:25][C:26]([NH:28][C@@H:29]([CH3:34])[CH2:30][CH2:31][O:32][CH3:33])=[N:27][C:22]2=[CH:21][CH:20]=1.[CH3:35][S:36]([OH:39])(=[O:38])=[O:37]>ClCCl.CO.CO>[CH3:35][S:36]([OH:39])(=[O:38])=[O:37].[F:1][C:2]1[CH:7]=[C:6]([F:8])[CH:5]=[CH:4][C:3]=1[C:9]1[NH:13][C:12]([C:14]2([CH3:18])[CH2:17][O:16][CH2:15]2)=[N:11][C:10]=1[C:19]1[N:24]=[C:23]2[O:25][C:26]([NH:28][C@@H:29]([CH3:34])[CH2:30][CH2:31][O:32][CH3:33])=[N:27][C:22]2=[CH:21][CH:20]=1 |f:2.3,5.6|. Solvent: CO (methanol), ClCCl.CO (dichloromethane methanol). Conditions: time 30 minute. The reactants are solution, CS(=O)(=O)O (methanesulfonic acid), FC1=C(C=CC(=C1)F)C1=C(N=C(N1)C1(COC1)C)C1=CC=C2C(=N1)OC(=N2)N[C@H](CCOC)C (5-[5-(2,4-Difluorophenyl)-2-(3-methyloxetan-3-yl)-1H-imidazol-4-yl]-N-[(1S)-3-methoxy-1-methyl-propyl]oxazolo[5,4-b]pyridin-2-amine). Yields the product CS(=O)(=O)O.FC1=C(C=CC(=C1)F)C1=C(N=C(N1)C1(COC1)C)C1=CC=C2C(=N1)OC(=N2)N[C@H](CCOC)C (5-[5-(2,4-Difluorophenyl)-2-(3-methyloxetan-3-yl)-1H-imidazol-4-yl]-N-[(1S)-3-methoxy-1-methyl-propyl]oxazolo[5,4-b]pyridin-2-amine methanesulfonate). Reactants: CCO, [K+], [OH-], CCOC(=O)C=C(C)C(O)c1ccc(OC)c(OC)c1C(C)C. RXN SMILES: [CH3:26][CH2:27][OH:28].[K+:25].[OH-:24].[OH:1][CH:2]([C:3](=[CH:4][C:5](=[O:6])[O:7][CH2:8][CH3:9])[CH3:10])[c:11]1[c:12]([CH:21]([CH3:22])[CH3:23])[c:13]([O:19][CH3:20])[c:14]([O:17][CH3:18])[cH:15][cH:16]1>>[OH:1][CH:2]([C:3](=[CH:4][C:5](=[O:6])[OH:7])[CH3:10])[c:11]1[c:12]([CH:21]([CH3:22])[CH3:23])[c:13]([O:19][CH3:20])[c:14]([O:17][CH3:18])[cH:15][cH:16]1. Yields the product COc1ccc(C(O)C(C)=CC(=O)O)c(C(C)C)c1OC. Reactants: CC1=C(C=CC(=C1)N1C[C@H](CC1)N1[C@H](CCC1)C)N (2-Methyl-4-((2S,3′S)-2-methyl-[1,3′]bipyrrolidinyl-1′-yl)-phenylamine), C(C)(=O)O (acetic acid), [BH-](OC(=O)C)(OC(=O)C)OC(=O)C.[Na+] (NaBH(OAc)3), COC(=O)C1(CCOCC1)CC=O (4-(2-Oxo-ethyl)-tetrahydro-pyran-4-carboxylic acid methyl ester), N.CO (NH3 MeOH). The solvent is ClCCCl (DCE), ClCCCl (DCE), C(Cl)Cl (DCM), C(Cl)Cl (DCM). Conditions: time 8 hour. The product is N.CO (NH3 MeOH), COC(=O)C1(CCOCC1)CCNC1=C(C=C(C=C1)N1C[C@H](CC1)N1[C@H](CCC1)C)C (4-{2-[2-Methyl-4-((2S,3′S)-2-methyl-[1,3′]bipyrrolidinyl-1′-yl)-phenylamino]-ethyl}-tetrahydro-pyran-4-carboxylic acid methyl ester). Yield: 119.5%. As a reaction SMILES: [CH3:1][C:2]1[CH:7]=[C:6]([N:8]2[CH2:12][CH2:11][C@H:10]([N:13]3[CH2:17][CH2:16][CH2:15][C@@H:14]3[CH3:18])[CH2:9]2)[CH:5]=[CH:4][C:3]=1[NH2:19].[CH3:20][O:21][C:22]([C:24]1([CH2:30][CH:31]=O)[CH2:29][CH2:28][O:27][CH2:26][CH2:25]1)=[O:23].C(O)(=O)C.[BH-](OC(C)=O)(OC(C)=O)OC(C)=O.[Na+].N.CO>ClCCCl.C(Cl)Cl>[NH3:8].[CH3:20][OH:21].[CH3:20][O:21][C:22]([C:24]1([CH2:30][CH2:31][NH:19][C:3]2[CH:4]=[CH:5][C:6]([N:8]3[CH2:12][CH2:11][C@H:10]([N:13]4[CH2:17][CH2:16][CH2:15][C@@H:14]4[CH3:18])[CH2:9]3)=[CH:7][C:2]=2[CH3:1])[CH2:25][CH2:26][O:27][CH2:28][CH2:29]1)=[O:23] |f:3.4,5.6,9.10|. Procedure details: 2-Methyl-4-((2S,3′S)-2-methyl-[1,3′]bipyrrolidinyl-1′-yl)-phenylamine (4.56 mmol) was dissolved in DCE (20 mL); to this solution was transferred a solution of 4-(2-Oxo-ethyl)-tetrahydro-pyran-4-carboxylic acid methyl ester (0.85 g, 4.56 mmol) in DCE (50 mL). To this clear solution was then added acetic acid (0.86 g, 14.3 mmol, 3.1 equiv), followed by addition of powder NaBH(OAc)3 (CSN: 56553-60-7, mw=211.94): 2.9 g, 13.6 mmol, 3 equiv.) in one portion under N2 at r.t. The yellowish milky solutio...